Task: describe an organic reaction: reactants, conditions, products, and yield. Dataset: the Open Reaction Database (ORD), a public repository of structured organic reaction records Starting materials: CN(C)C1CCN(C(=O)c2ccc([N+](=O)[O-])cc2)C1, CO, NN, O. Yields the product CN(C)C1CCN(C(=O)c2ccc(N)cc2)C1. As a reaction SMILES: [CH3:1][N:2]([CH:3]1[CH2:4][N:5]([C:8]([c:9]2[cH:10][cH:11][c:12]([N+:15]([O-:16])=[O:17])[cH:13][cH:14]2)=[O:18])[CH2:6][CH2:7]1)[CH3:19].[CH3:22][OH:23].[NH2:20][NH2:21].[OH2:24]>>[CH3:1][N:2]([CH:3]1[CH2:4][N:5]([C:8]([c:9]2[cH:10][cH:11][c:12]([NH2:15])[cH:13][cH:14]2)=[O:18])[CH2:6][CH2:7]1)[CH3:19]. Starting materials: CC(C)(C)OC(=O)NC1CN(C2C=CCC2)c2ccccc2NC1=O, C1CCOC1, O=[Pt]. The product is CC(C)(C)OC(=O)NC1CN(C2CCCC2)c2ccccc2NC1=O. RXN SMILES: [O:1]=[C:2]1[CH:3]([NH:18][C:19](=[O:20])[O:21][C:22]([CH3:23])([CH3:24])[CH3:25])[CH2:4][N:5]([CH:13]2[CH:14]=[CH:15][CH2:16][CH2:17]2)[c:6]2[c:7]([cH:9][cH:10][cH:11][cH:12]2)[NH:8]1.[O:26]1[CH2:27][CH2:28][CH2:29][CH2:30]1.[Pt:31]=[O:32]>>[O:1]=[C:2]1[CH:3]([NH:18][C:19](=[O:20])[O:21][C:22]([CH3:23])([CH3:24])[CH3:25])[CH2:4][N:5]([CH:13]2[CH2:14][CH2:15][CH2:16][CH2:17]2)[c:6]2[c:7]([cH:9][cH:10][cH:11][cH:12]2)[NH:8]1. Reported procedure: (1-{5-[1-(4-Chloro-2-trifluoromethylbenzyl)-1H-indazol-5-ylmethylene]-2,4-dioxothiazolidin-3-ylmethyl}cyclobutyl)carbamic acid tert-butyl ester was prepared from 5-[1-(4-chloro-2-trifluoromethylbenzyl)-1H-indazol-5-ylmethylene]thiazolidine-2,4-dione (from Example 1) and (1-hydroxymethylcyclobutyl)carbamic acid tert-butyl ester following General Procedure J. Yields the product C(C)(C)(C)OC(NC1(CCC1)CN1C(SC(C1=O)=CC=1C=C2C=NN(C2=CC1)CC1=C(C=C(C=C1)Cl)C(F)(F)F)=O)=O ((1-{5-[1-(4-Chloro-2-trifluoromethylbenzyl)-1H-indazol-5-ylmethylene]-2,4-dioxothiazolidin-3-ylmethyl}cyclobutyl)carbamic acid tert-butyl ester). The reactants are ClC1=CC(=C(CN2N=CC3=CC(=CC=C23)C=C2C(NC(S2)=O)=O)C=C1)C(F)(F)F (5-[1-(4-chloro-2-trifluoromethylbenzyl)-1H-indazol-5-ylmethylene]thiazolidine-2,4-dione), C(C)(C)(C)OC(NC1(CCC1)CO)=O ((1-hydroxymethylcyclobutyl)carbamic acid tert-butyl ester). As a reaction SMILES: [Cl:1][C:2]1[CH:25]=[CH:24][C:5]([CH2:6][N:7]2[C:15]3[C:10](=[CH:11][C:12]([CH:16]=[C:17]4[S:21][C:20](=[O:22])[NH:19][C:18]4=[O:23])=[CH:13][CH:14]=3)[CH:9]=[N:8]2)=[C:4]([C:26]([F:29])([F:28])[F:27])[CH:3]=1.[C:30]([O:34][C:35](=[O:43])[NH:36][C:37]1([CH2:41]O)[CH2:40][CH2:39][CH2:38]1)([CH3:33])([CH3:32])[CH3:31]>>[C:30]([O:34][C:35](=[O:43])[NH:36][C:37]1([CH2:41][N:19]2[C:18](=[O:23])[C:17](=[CH:16][C:12]3[CH:11]=[C:10]4[C:15](=[CH:14][CH:13]=3)[N:7]([CH2:6][C:5]3[CH:24]=[CH:25][C:2]([Cl:1])=[CH:3][C:4]=3[C:26]([F:27])([F:29])[F:28])[N:8]=[CH:9]4)[S:21][C:20]2=[O:22])[CH2:38][CH2:39][CH2:40]1)([CH3:33])([CH3:31])[CH3:32]. Reagents/catalysts: [Pd] (Pd/C). Procedure details: A room temperature solution of 1.0 g of N-[5-(5H-pyrrolo[2,1-c][1,4]benzodiazepin-10(11H)-ylcarbonyl)-2-pyridinyl]-2-nitrobenzamide in 100 ml of ethyl alcohol is hydrogenated over 200 mg of 10% Pd/C in a Parr apparatus under 40 psi of hydrogen for 2 hours. The reaction mixture is filtered through diatomaceous earth and the cake washed with additional ethyl alcohol. The combined filtrates are concentrated in vacuo and the residue purified by crystallization from 2:1 ethyl acetate:hexane to give t... Run in C(C)O (ethyl alcohol). RXN SMILES: [CH:1]1[CH:2]=[CH:3][N:4]2[CH2:10][C:9]3[CH:11]=[CH:12][CH:13]=[CH:14][C:8]=3[N:7]([C:15]([C:17]3[CH:18]=[CH:19][C:20]([NH:23][C:24](=[O:34])[C:25]4[CH:30]=[CH:29][CH:28]=[CH:27][C:26]=4[N+:31]([O-])=O)=[N:21][CH:22]=3)=[O:16])[CH2:6][C:5]=12.[H][H]>C(O)C.[Pd]>[CH:1]1[CH:2]=[CH:3][N:4]2[CH2:10][C:9]3[CH:11]=[CH:12][CH:13]=[CH:14][C:8]=3[N:7]([C:15]([C:17]3[CH:18]=[CH:19][C:20]([NH:23][C:24](=[O:34])[C:25]4[CH:30]=[CH:29][CH:28]=[CH:27][C:26]=4[NH2:31])=[N:21][CH:22]=3)=[O:16])[CH2:6][C:5]=12. The reactants are C=1C=CN2C1CN(C1=C(C2)C=CC=C1)C(=O)C=1C=CC(=NC1)NC(C1=C(C=CC=C1)[N+](=O)[O-])=O (N-[5-(5H-pyrrolo[2,1-c][1,4]benzodiazepin-10(11H)-ylcarbonyl)-2-pyridinyl]-2-nitrobenzamide), [H][H] (hydrogen). Product: C=1C=CN2C1CN(C1=C(C2)C=CC=C1)C(=O)C=1C=CC(=NC1)NC(C1=C(C=CC=C1)N)=O (N-[5-(5H-Pyrrolo[2,1-c][1,4]benzodiazepin-10(11H)-ylcarbonyl)-2-pyridinyl]-2-aminobenzamide). The reactants are BrC1=CC=C(C=C1)S(=O)(=O)N (4-bromobenzenesulfonamide), C(C)(=O)[O-].[K+] (potassium acetate), C12CN(CC2C1)CC=1SC=C(N1)C1=CC=C(C=C1)Cl (2-(3-azabicyclo[3.1.0]hexan-3-ylmethyl)-4-(4-chlorophenyl)thiazole), C12CN(CC2C1)CC=1SC=C(N1)C1=CC=C(C=C1)Cl (2-(3-azabicyclo[3.1.0]hexan-3-ylmethyl)-4-(4-chlorophenyl)thiazole). The reagents and catalysts are C(C)(=O)[O-].[Pd+2].C(C)(=O)[O-] (Palladium acetate). Solvent: CC(=O)N(C)C (DMA). Reaction conditions: temperature 150 celsius. Yields the product C12CN(CC2C1)CC=1SC(=C(N1)C1=CC=C(C=C1)Cl)C1=CC=C(C=C1)S(=O)(=O)N (4-(2-(3-azabicyclo[3.1.0]hexan-3-ylmethyl)-4-(4-chlorophenyl)thiazol-5-yl)benzenesulfonamide). Yield: 22.0%. RXN SMILES: Br[C:2]1[CH:7]=[CH:6][C:5]([S:8]([NH2:11])(=[O:10])=[O:9])=[CH:4][CH:3]=1.C([O-])(=O)C.[K+].[CH:17]12[CH2:22][CH:21]1[CH2:20][N:19]([CH2:23][C:24]1[S:25][CH:26]=[C:27]([C:29]3[CH:34]=[CH:33][C:32]([Cl:35])=[CH:31][CH:30]=3)[N:28]=1)[CH2:18]2>C([O-])(=O)C.[Pd+2].C([O-])(=O)C.CC(N(C)C)=O>[CH:21]12[CH2:22][CH:17]1[CH2:18][N:19]([CH2:23][C:24]1[S:25][C:26]([C:2]3[CH:7]=[CH:6][C:5]([S:8]([NH2:11])(=[O:10])=[O:9])=[CH:4][CH:3]=3)=[C:27]([C:29]3[CH:34]=[CH:33][C:32]([Cl:35])=[CH:31][CH:30]=3)[N:28]=1)[CH2:20]2 |f:1.2,4.5.6|. Procedure details: 4-bromobenzenesulfonamide (0.37 g, 1.57 mmol) and potassium acetate (0.28 g, 2.87 mmol) were added to a solution of 2-(3-azabicyclo[3.1.0]hexan-3-ylmethyl)-4-(4-chlorophenyl)thiazole (Step-2 of compound 102, 0.42 g, 1.43 mmol) in a DMA (5 ml) in a tube at 25° C. Nitrogen gas was bubbled through the reaction mixture for 15 minutes. Palladium acetate (0.032 g, 0.14 mmol) was then added to the reaction mixture under nitrogen atmosphere and the tube was sealed. The reaction mixture was heated at 150... Reactants: solution, N(=NC(=O)OCC)C(=O)OCC (diethyl azodicarboxylate), OC1CCN(CC1)C(=O)OC=1C=NC=CC1 (pyridin-3-yl 4-hydroxypiperidine-1-carboxylate), C1(=CC=CC=C1)C1=NN=NN1 (5-phenyl-1H-tetrazole), C1(=CC=CC=C1)P(C1=CC=CC=C1)C1=CC=CC=C1 (triphenyl phosphine). Run in C1(=CC=CC=C1)C (toluene), C1CCOC1 (THF). Reaction conditions: time 8 hour. Product: C1(=CC=CC=C1)C=1N=NN(N1)C1CCN(CC1)C(=O)OC=1C=NC=CC1 (pyridin-3-yl 4-(5-phenyl-2H-tetrazol-2-yl)piperidine-1-carboxylate). Yield: 52.9%. RXN SMILES: O[CH:2]1[CH2:7][CH2:6][N:5]([C:8]([O:10][C:11]2[CH:12]=[N:13][CH:14]=[CH:15][CH:16]=2)=[O:9])[CH2:4][CH2:3]1.[C:17]1([C:23]2[NH:27][N:26]=[N:25][N:24]=2)[CH:22]=[CH:21][CH:20]=[CH:19][CH:18]=1.C1(P(C2C=CC=CC=2)C2C=CC=CC=2)C=CC=CC=1.N(C(OCC)=O)=NC(OCC)=O>C1(C)C=CC=CC=1.C1COCC1>[C:17]1([C:23]2[N:24]=[N:25][N:26]([CH:2]3[CH2:7][CH2:6][N:5]([C:8]([O:10][C:11]4[CH:12]=[N:13][CH:14]=[CH:15][CH:16]=4)=[O:9])[CH2:4][CH2:3]3)[N:27]=2)[CH:18]=[CH:19][CH:20]=[CH:21][CH:22]=1. Procedure details: To a mixture of pyridin-3-yl 4-hydroxypiperidine-1-carboxylate (300 mg), 5-phenyl-1H-tetrazole (217 mg), triphenyl phosphine (460 mg), and THF (3 mL) was added dropwise a 2.2 M solution of diethyl azodicarboxylate in toluene (0.8 mL), followed by stirring at room temperature overnight. The reaction liquid was concentrated under reduced pressure, and the residue was purified by silica gel column chromatography (chloroform/methanol=99/1 to 90/10), and purified again by silica gel column chromatogr...